describe an organic reaction: reactants, conditions, products, and yield From a dataset of the Open Reaction Database (ORD), a public repository of structured organic reaction records. The reactants are [BH4-].[Na+] (sodium borohydride), FC(C(=O)O)(F)F (trifluoroacetic acid), CON=C1[C@@H]([C@@H](C1)CO[Si](C)(C)C(C)(C)C)CO[Si](C)(C)C(C)(C)C ([2R,3R]-2,3-Bis(((1,1-dimethylethyl)di-methylsilyl)oxymethyl)cyclobutanone-O-methyl oxime). The solvent is O1CCCC1 (THF), O1CCCC1 (tetrahydrofuran). Reaction conditions: time 1.5 hour. Yields the product CC(C)(C)[Si](OC[C@H]1[C@@H](C[C@H]1CO[Si](C)(C)C(C)(C)C)N)(C)C ([1R,2R,3R]-2,3-Bis(((1,1-dimethylethyl)dimethylsilyl)oxymethyl)-cyclobutylamine). Yield: 115.6%. As a reaction SMILES: [BH4-].[Na+].FC(F)(F)C(O)=O.CO[N:12]=[C:13]1[CH2:16][C@@H:15]([CH2:17][O:18][Si:19]([C:22]([CH3:25])([CH3:24])[CH3:23])([CH3:21])[CH3:20])[C@H:14]1[CH2:26][O:27][Si:28]([C:31]([CH3:34])([CH3:33])[CH3:32])([CH3:30])[CH3:29]>O1CCCC1>[CH3:34][C:31]([Si:28]([CH3:30])([CH3:29])[O:27][CH2:26][C@@H:14]1[C@H:15]([CH2:17][O:18][Si:19]([C:22]([CH3:25])([CH3:24])[CH3:23])([CH3:21])[CH3:20])[CH2:16][C@H:13]1[NH2:12])([CH3:32])[CH3:33] |f:0.1|. Procedure: To 4.74 g (125 mmol) of sodium borohydride in 125 mL of tetrahydrofuran (THF) was added (slowly) 14.25 g (9.63 mL, 125 mmol) of trifluoroacetic acid (TFA), followed by 10.228 g (26.4 mmol) of [2R,3R]-2,3-Bis(((1,1-dimethylethyl)di-methylsilyl)oxymethyl)cyclobutanone-O-methyl oxime, from Step F, in 25 mL of THF. After stirring the reaction mixture at ambient temperature for 1.5 h, it was concentrated, diluted with methylene chloride and washed with brine. An emulsion developed which cleared up af... Reactants: COc1ccc2cc(Nc3cc(C)[nH]n3)nc(Cl)c2c1, Oc1ccc(F)cc1. The product is COc1ccc2cc(Nc3cc(C)[nH]n3)nc(Oc3ccc(F)cc3)c2c1. As a reaction SMILES: [Cl:9][c:10]1[n:11][c:12]([NH:22][c:23]2[n:24][nH:25][c:26]([CH3:28])[cH:27]2)[cH:13][c:14]2[cH:15][cH:16][c:17]([O:20][CH3:21])[cH:18][c:19]12.[F:1][c:2]1[cH:3][cH:4][c:5]([OH:8])[cH:6][cH:7]1>>[F:1][c:2]1[cH:3][cH:4][c:5]([O:8][c:10]2[n:11][c:12]([NH:22][c:23]3[n:24][nH:25][c:26]([CH3:28])[cH:27]3)[cH:13][c:14]3[cH:15][cH:16][c:17]([O:20][CH3:21])[cH:18][c:19]23)[cH:6][cH:7]1. The solvent is C(C)O (ethanol), O (water), C(C)O (ethanol), O (water). Run at time 3 hour. Reaction SMILES: Cl.Cl[CH2:3][C:4]1[N:5]=[CH:6][NH:7][CH:8]=1.NC(N)=[S:11].[N+:13]([C:16]1[CH:23]=[CH:22][C:19]([CH2:20]Cl)=[CH:18][CH:17]=1)([O-:15])=[O:14].[OH-].[Na+]>C(O)C.O>[N+:13]([C:16]1[CH:23]=[CH:22][C:19]([CH2:20][S:11][CH2:3][C:4]2[N:5]=[CH:6][NH:7][CH:8]=2)=[CH:18][CH:17]=1)([O-:15])=[O:14] |f:0.1,4.5|. Product: [N+](=O)([O-])C1=CC=C(CSCC=2N=CNC2)C=C1 (4-[(4-Nitrobenzylthio)methyl]-1H-imidazole). Reactants: Cl.ClCC=1N=CNC1 (4-chloromethylimidazole hydrochloride), NC(=S)N (thiourea), [N+](=O)([O-])C1=CC=C(CCl)C=C1 (4-nitrobenzyl chloride), solution, [OH-].[Na+] (sodium hydroxide). Reported procedure: A mixture of 1.53 g (10 mmol) of 4-chloromethylimidazole hydrochloride and 0.76 g (10 mmol) of thiourea is brought to reflux in 10 ml of ethanol for 15 min. 5 ml of ethanol, 20 ml of water and 200 mg (1.16 mmol) of 4-nitrobenzyl chloride are added and the mixture is cooled to 0°-10° C. 1.44 g (36 mmol) of a solution of sodium hydroxide in 14 ml of water are added dropwise under nitrogen at 0°-10° C., and the mixture is then stirred for 1 hour at the same temperature and for a further 3 hours at ... Starting materials: C(C1=CC=CC=C1)[C@H](C(=O)O)CC[C@@H](C(=O)O)CC1=CC=CC=C1 ((2R,5R)-2,5-Dibenzylhexanedioic acid), Cl.N[C@@H]1C(N2[C@@H](SCC1)CCC[C@H]2C(=O)NCCC)=O ((4S,7S,10aS)-4-Amino-5-oxo-N-propyloctahydro-2H-pyrido[2,1-b][1,3]thiazepine-7-carboxamide hydrochloride salt). The product is C(C1=CC=CC=C1)[C@H](C(=O)N[C@@H]1C(N2[C@@H](SCC1)CCC[C@H]2C(NCCC)=O)=O)CC[C@@H](C(=O)N[C@@H]2C(N1[C@@H](SCC2)CCC[C@H]1C(NCCC)=O)=O)CC1=CC=CC=C1 ((2R,5R)-2,5-Dibenzyl-N1,N6-bis((4S,7S,10aS)-5-oxo-7-(propylcarbamoyl)octahydro-2H-pyrido[2,1-b][1,3]thiazepin-4-yl)hexanediamide), solid. Isolated yield 70.0%. As a reaction SMILES: [CH2:1]([C@@H:8]([CH2:12][CH2:13][C@H:14]([CH2:18][C:19]1[CH:24]=[CH:23][CH:22]=[CH:21][CH:20]=1)[C:15]([OH:17])=O)[C:9]([OH:11])=O)[C:2]1[CH:7]=[CH:6][CH:5]=[CH:4][CH:3]=1.Cl.[NH2:26][C@H:27]1[CH2:33][CH2:32][S:31][C@H:30]2[CH2:34][CH2:35][CH2:36][C@@H:37]([C:38]([NH:40][CH2:41][CH2:42][CH3:43])=[O:39])[N:29]2[C:28]1=[O:44]>>[CH2:18]([C@@H:14]([CH2:13][CH2:12][C@H:8]([CH2:1][C:2]1[CH:3]=[CH:4][CH:5]=[CH:6][CH:7]=1)[C:9]([NH:26][C@H:27]1[CH2:33][CH2:32][S:31][C@H:30]2[CH2:34][CH2:35][CH2:36][C@@H:37]([C:38](=[O:39])[NH:40][CH2:41][CH2:42][CH3:43])[N:29]2[C:28]1=[O:44])=[O:11])[C:15]([NH:26][C@H:27]1[CH2:33][CH2:32][S:31][C@H:30]2[CH2:34][CH2:35][CH2:36][C@@H:37]([C:38](=[O:39])[NH:40][CH2:41][CH2:42][CH3:43])[N:29]2[C:28]1=[O:44])=[O:17])[C:19]1[CH:24]=[CH:23][CH:22]=[CH:21][CH:20]=1 |f:1.2|. Procedure details: (2R,5R)-2,5-Dibenzyl-N1,N6-bis((4S,7S,10aS)-5-oxo-7-(propylcarbamoyl)octahydro-2H-pyrido[2,1-b][1,3]thiazepin-4-yl)hexanediamide was synthesized as described in General Procedure F using Intermediate 3 (7.9 mg, 0.024 mmol) and Intermediate 38 (18 mg, 0.056 mmol) to give a light yellow solid (15 mg, 70% yield). Anal. Calcd. for C46H64N6O6S2 m/z 860.7. found: 861.6 (M+H)+; 1H NMR (400 MHz, CDCl3) δ ppm 7.24-7.13 (m, 10H), 5.31 (m, 2H), 4.94 (m, 4H), 3.33-3.13 (m, 6H), 2.76 (m, 6H), 2.35 (m, 4H), 2... Starting materials: CCOC(C)=O, COCCOCCO, CC(=O)O, [H-], [Na+], CN(C)C=O, O=C1c2ccc3cccnc3c2N=CC1C(=O)n1ccnc1. Reaction SMILES: [CH3:38][CH2:39][O:40][C:41](=[O:42])[CH3:43].[CH3:3][O:4][CH2:5][CH2:6][O:7][CH2:8][CH2:9][OH:10].[CH3:44][C:45](=[O:46])[OH:47].[H-:1].[Na+:2].[O:11]=[CH:12][N:13]([CH3:14])[CH3:15].[n:16]1([C:21](=[O:22])[CH:23]2[CH:24]=[N:25][c:26]3[c:27]4[n:28][cH:29][cH:30][cH:31][c:32]4[cH:33][cH:34][c:35]3[C:36]2=[O:37])[cH:17][cH:18][n:19][cH:20]1>>[CH3:3][O:4][CH2:5][CH2:6][O:7][CH2:8][CH2:9][O:10][C:21](=[O:22])[CH:23]1[CH:24]=[N:25][c:26]2[c:27]3[n:28][cH:29][cH:30][cH:31][c:32]3[cH:33][cH:34][c:35]2[C:36]1=[O:37]. The product is COCCOCCOC(=O)C1C=Nc2c(ccc3cccnc23)C1=O.